describe an organic reaction: reactants, conditions, products, and yield From a dataset of the Open Reaction Database (ORD), a public repository of structured organic reaction records. Reactants: CC(C)([O-])C.[K+] (potassium t-butoxide), Cl (hydrochloric acid), C(C)(=O)C(C(=O)OC)=C(C)OC (Methyl 2-acetyl-3-methoxy-2-butenoate), Cl.C(C1=CC=CC=C1)(=N)N (benzamidine hydrochloride). Solvent: CO (methyl alcohol), CC(=O)C (acetone), C1CCOC1 (THF). Run at temperature 25 celsius, time 1.5 hour. Yields the product CC(C)([O-])C.[K+] (potassium t-butoxide), CC1=NC(=NC(=C1C(=O)OC)C)C1=CC=CC=C1 (methyl 4,6-dimethyl-2-phenylpyrimidine-5-carboxylate). Reaction SMILES: [C:1]([C:4](=[C:9](OC)[CH3:10])[C:5]([O:7][CH3:8])=[O:6])(=O)[CH3:2].Cl.[C:14]([NH2:22])(=[NH:21])[C:15]1[CH:20]=[CH:19][CH:18]=[CH:17][CH:16]=1.[CH3:23][C:24]([CH3:27])([O-:26])[CH3:25].[K+:28].Cl>C1COCC1.CO.CC(C)=O>[CH3:23][C:24]([CH3:27])([O-:26])[CH3:25].[K+:28].[CH3:2][C:1]1[C:4]([C:5]([O:7][CH3:8])=[O:6])=[C:9]([CH3:10])[N:22]=[C:14]([C:15]2[CH:20]=[CH:19][CH:18]=[CH:17][CH:16]=2)[N:21]=1 |f:1.2,3.4,9.10|. Procedure: Methyl 2-acetyl-3-methoxy-2-butenoate (34.4 g, 0.2 mole), benzamidine hydrochloride (37.4 g), acetone (136 ml) and methyl alcohol (100 ml) were charged into a 1 L 3-necked, flask (fitted with addition funnel, condenser, agitator and nitrogen inlet). The reaction was blanketed with nitrogen, the agitator started and the batch cooled to between −5 and 0°C. While the batch was cooling, a solution of potassium t-butoxide was prepared (27 g in THF, 100 ml) under nitrogen. When the batch had reached t... Starting materials: C(C(C)C)(=O)NC1=CC=C(C=C1)C1CCN(CC1)C(=O)OC(C)(C)C (tert-butyl 4-[4-(isobutyrylamino)phenyl]-1-piperidinecarboxylate), solid, C(=O)(C(F)(F)F)O (TFA), [OH-].[K+] (KOH), C(=O)(C(F)(F)F)O (TFA). Solvent: C(Cl)Cl (CH2Cl2). Run at time 4 hour. Yields the product CC(C(=O)NC1=CC=C(C=C1)C1CCNCC1)C (2-methyl-N-[4-(4-piperidinyl)phenyl]propanamide). As a reaction SMILES: [C:1]([NH:6][C:7]1[CH:12]=[CH:11][C:10]([CH:13]2[CH2:18][CH2:17][N:16](C(OC(C)(C)C)=O)[CH2:15][CH2:14]2)=[CH:9][CH:8]=1)(=[O:5])[CH:2]([CH3:4])[CH3:3].C(O)(C(F)(F)F)=O.[OH-].[K+]>C(Cl)Cl>[CH3:3][CH:2]([CH3:4])[C:1]([NH:6][C:7]1[CH:12]=[CH:11][C:10]([CH:13]2[CH2:18][CH2:17][NH:16][CH2:15][CH2:14]2)=[CH:9][CH:8]=1)=[O:5] |f:2.3|. Reported procedure: To a solution of tert-butyl 4-(4-aminophenyl)-1-piperidinecarboxylate (8.20 g, 29.7 mmol) and triethylamine (8.4 mL, 60 mmol) in dry THF (100 mL) at 0° C. was slowly added a solution of 2-methylpropanoyl chloride (3.84 g, 36.0 mmol) in THF (50 mL). The reaction mixture was then warmed up to room temperature and stirred for 2 h. After removing the solvent in vacuo, the crude product was purified by recrystallization (hexane/THF), affording the desired amide, tert-butyl 4-[4-(isobutyrylamino)pheny... Starting materials: ClC=1C(=CC=C2CCNC(C12)=O)OC (8-chloro-7-methoxy-3,4-dihydroisoquinolin-1(2H)-one), B(Br)(Br)Br (BBr3), O (H2O). Solvent: C(Cl)Cl (CH2Cl2). Reaction conditions: time 8 hour. The product is ClC=1C(=CC=C2CCNC(C12)=O)O (8-chloro-7-hydroxy-3,4-dihydroisoquinolin-1(2H)-one). The yield is 902.6%. RXN SMILES: [Cl:1][C:2]1[C:3]([O:13]C)=[CH:4][CH:5]=[C:6]2[C:11]=1[C:10](=[O:12])[NH:9][CH2:8][CH2:7]2.B(Br)(Br)Br.O>C(Cl)Cl>[Cl:1][C:2]1[C:3]([OH:13])=[CH:4][CH:5]=[C:6]2[C:11]=1[C:10](=[O:12])[NH:9][CH2:8][CH2:7]2. Procedure details: To a 0° C. solution of 8-chloro-7-methoxy-3,4-dihydroisoquinolin-1(2H)-one (1d, 7.8 g, 3.7 mmol) in dry CH2Cl2 (120 mL) was added dropwise BBr3 (11 mL, 111 mmol). After the addition, the mixture was stirred at room temperature overnight. To the reaction mixture was added dropwise H2O (200 mL). The mixture was extracted with EtOAc (8×200 mL), dried over Na2SO4 and concentrated under vacuum. To the residue was added EtOAc (20 mL) and petroleum ether (40 mL). The mixture was filtered and the solids... Reactants: [H-].[Al+3].[Li+].[H-].[H-].[H-] (Litium aluminium hydride), C(=O)(OCC)C1=C(N=C2N1C=CC=C2NCC2=C(C=CC=C2C)COC)C (3-carbethoxy-8-(2-methoxymethyl-6-methylbenzylamino)-2-methylimidazo[1,2-a]pyridine), O1CCCC1 (tetrahydrofuran), [OH-].[Na+] (sodium hydroxide), O (water), O (Water), O1CCCC1 (tetrahydrofuran). Reaction conditions: time 4 hour. Product: CC=1N=C2N(C=C(C=C2NCC2=C(C=CC=C2C)COC)C)C1CO (2,6-dimethyl-3-hydroxymethyl-8-(2-methoxymethyl-6-methylbenzylamino)-imidazo[1,2-a]pyridine). RXN SMILES: [H-].[Al+3].[Li+].[H-].[H-].[H-].[C:7]([C:12]1[N:16]2[CH:17]=[CH:18][CH:19]=[C:20]([NH:21][CH2:22][C:23]3[C:28]([CH3:29])=[CH:27][CH:26]=[CH:25][C:24]=3[CH2:30][O:31][CH3:32])[C:15]2=[N:14][C:13]=1[CH3:33])([O:9]CC)=O.O.[OH-].[Na+].O1CCC[CH2:38]1>>[CH3:33][C:13]1[N:14]=[C:15]2[C:20]([NH:21][CH2:22][C:23]3[C:28]([CH3:29])=[CH:27][CH:26]=[CH:25][C:24]=3[CH2:30][O:31][CH3:32])=[CH:19][C:18]([CH3:38])=[CH:17][N:16]2[C:12]=1[CH2:7][OH:9] |f:0.1.2.3.4.5,8.9|. Procedure: Litium aluminium hydride (0.29 g, 7.7 mmol) was added to tetrahydrofuran (30 ml) and 3-carbethoxy-8-(2-methoxymethyl-6-methylbenzylamino)-2-methylimidazo[1,2-a]pyridine (1.4 g, 3.8 mmol) dissolved in tetrahydrofuran (30 ml) was added dropwise during 80 min. at room temperature and stirred for 4 h. Water (0.29 ml) was added dropwise, followed by sodium hydroxide (15%, 0.29 ml) and finally 0.93 ml of water. After stirring 30 min. the solids were filtered off and washed thoroughly with tetrahydrofu... Starting materials: BrC1=C2CC3C(N(C(C3)=O)C(=O)OC(C)(C)C)C2=CC=C1 (Tert-butyl 5-bromo-2-oxo-3,3a,4,8b-tetrahydroindeno[1,2-b]pyrrole-1-carboxylate), C(CCC)[Sn](C=1C=NC=CC1)(CCCC)CCCC (tributyl(3-pyridyl)stannane). The reagents and catalysts are [Pd].C1(=CC=CC=C1)P(C1=CC=CC=C1)C1=CC=CC=C1.C1(=CC=CC=C1)P(C1=CC=CC=C1)C1=CC=CC=C1.C1(=CC=CC=C1)P(C1=CC=CC=C1)C1=CC=CC=C1.C1(=CC=CC=C1)P(C1=CC=CC=C1)C1=CC=CC=C1 (tetrakis(triphenylphosphine) palladium). Solvent: C1(=CC=CC=C1)C (toluene). Reaction conditions: time 5 minute. Product: O=C1CC2C(N1C(=O)OC(C)(C)C)C1=CC=CC(=C1C2)C=2C=NC=CC2 (tert-butyl 2-oxo-5-(3-pyridyl)-3,3a,4,8b-tetrahydroindeno[1,2-b]pyrrole-1-carboxylate). RXN SMILES: Br[C:2]1[CH:21]=[CH:20][CH:19]=[C:18]2[C:3]=1[CH2:4][CH:5]1[CH2:9][C:8](=[O:10])[N:7]([C:11]([O:13][C:14]([CH3:17])([CH3:16])[CH3:15])=[O:12])[CH:6]12.C([Sn](CCCC)(CCCC)[C:27]1[CH:28]=[N:29][CH:30]=[CH:31][CH:32]=1)CCC>C1(C)C=CC=CC=1.[Pd].C1(P(C2C=CC=CC=2)C2C=CC=CC=2)C=CC=CC=1.C1(P(C2C=CC=CC=2)C2C=CC=CC=2)C=CC=CC=1.C1(P(C2C=CC=CC=2)C2C=CC=CC=2)C=CC=CC=1.C1(P(C2C=CC=CC=2)C2C=CC=CC=2)C=CC=CC=1>[O:10]=[C:8]1[N:7]([C:11]([O:13][C:14]([CH3:17])([CH3:16])[CH3:15])=[O:12])[CH:6]2[C:18]3[C:3]([CH2:4][CH:5]2[CH2:9]1)=[C:2]([C:27]1[CH:28]=[N:29][CH:30]=[CH:31][CH:32]=1)[CH:21]=[CH:20][CH:19]=3 |f:3.4.5.6.7|. Procedure: Tert-butyl 5-bromo-2-oxo-3,3a,4,8b-tetrahydroindeno[1,2-b]pyrrole-1-carboxylate (Example 1. Step 3, 0.500 g, 1.42 mmol), tributyl(3-pyridyl)stannane (0.784 g, 2.12 mmol) and tetrakis(triphenylphosphine) palladium (0.164 g, 0.142 mmol) were dissolved in toluene. The mixture was irradiated in the microwave at 160° C. and normal absorption level for 5 minutes. The toluene was removed and the mixture was taken up in acetonitrile and n-hexan. The hexane layer was extracted again with acetonitrile and...